Dataset: the Open Reaction Database (ORD), a public repository of structured organic reaction records. Task: describe an organic reaction: reactants, conditions, products, and yield Starting materials: [Na] (sodium), N (ammonia), [Na] (sodium), COC1=CC=C(CO)C=C1 (4-methoxybenzyl alcohol), liquid, N (ammonia), [Cl-].[NH4+] (ammonium chloride). The solvent is C(C)O (ethanol). Run at time 2 hour. Product: OCC=1CC=C(CC1)OC (4-Hydroxymethyl-1-methoxy-1,4-cyclohexadiene). Reaction SMILES: [CH3:1][O:2][C:3]1[CH:10]=[CH:9][C:6]([CH2:7][OH:8])=[CH:5][CH:4]=1.N.[Na].[Cl-].[NH4+]>C(O)C>[OH:8][CH2:7][C:6]1[CH2:5][CH:4]=[C:3]([O:2][CH3:1])[CH2:10][CH:9]=1 |f:3.4,^1:11|. Procedure: Using the method of Birch, J. Proc. Roy. Soc. New South Wales, 83, 245 (1949), 27.6 g of 4-methoxybenzyl alcohol in 93 ml of dry ethanol was added to 600 ml of liquid ammonia and reduced with 23 g of sodium added in pieces. After 2 hrs stirring, the excess sodium was discharged by cautiously adding 60 g of ammonium chloride. The ammonia was allowed to evaporate, water was added to the residue, and the product was extracted with dichloromethane. The extracts, dried and evaporated, afforded 12.1 g... The reactants are C([O-])(O)=O.[Na+] (sodium bicarbonate), C1(C=CCC1)ON=C(C(=O)NC1[C@@H]2N(C(=C(CS2)CSC=2C=CC=3N(N2)N=NN3)C(=O)O)C1=O)C=1N=C(SC1)NC=O (7-[2-(2-cyclopenten-1-yl)oxyimino-2-(2-formamidothiazol-4-yl)acetamido]-3-(tetrazolo[1,5-b]pyridazin-6-yl)thiomethyl-3-cephem-4-carboxylic acid), Cl (hydrochloric acid), O1CCCC1 (tetrahydrofuran), C([O-])(O)=O.[Na+] (sodium bicarbonate). Run in O (water), CO (methanol), O (water), C(C)(=O)OCC (ethyl acetate). Conditions: time 50 minute. The product is C1(C=CCC1)ON=C(C(=O)NC1[C@@H]2N(C(=C(CS2)CSC=2C=CC=3N(N2)N=NN3)C(=O)O)C1=O)C=1N=C(SC1)N (7-[2-(2-cyclopenten-1-yl)oxyimino-2-(2-aminothiazol-4-yl)acetamido]-3-(tetrazolo[1,5-b]pyridazin- 6-yl)thiomethyl-3-cephem-4-carboxylic acid). Isolated yield 61.6%. RXN SMILES: [CH:1]1([O:6][N:7]=[C:8]([C:35]2[N:36]=[C:37]([NH:40]C=O)[S:38][CH:39]=2)[C:9]([NH:11][CH:12]2[C:33](=[O:34])[N:14]3[C:15]([C:30]([OH:32])=[O:31])=[C:16]([CH2:19][S:20][C:21]4[CH:22]=[CH:23][C:24]5[N:25]([N:27]=[N:28][N:29]=5)[N:26]=4)[CH2:17][S:18][C@H:13]23)=[O:10])[CH2:5][CH2:4][CH:3]=[CH:2]1.Cl.O1CCCC1.C(=O)(O)[O-].[Na+]>CO.O.C(OCC)(=O)C>[CH:1]1([O:6][N:7]=[C:8]([C:35]2[N:36]=[C:37]([NH2:40])[S:38][CH:39]=2)[C:9]([NH:11][CH:12]2[C:33](=[O:34])[N:14]3[C:15]([C:30]([OH:32])=[O:31])=[C:16]([CH2:19][S:20][C:21]4[CH:22]=[CH:23][C:24]5[N:25]([N:27]=[N:28][N:29]=5)[N:26]=4)[CH2:17][S:18][C@H:13]23)=[O:10])[CH2:5][CH2:4][CH:3]=[CH:2]1 |f:3.4|. Procedure: A suspension of 7-[2-(2-cyclopenten-1-yl)oxyimino-2-(2-formamidothiazol-4-yl)acetamido]-3-(tetrazolo[1,5-b]pyridazin-6-yl)thiomethyl-3-cephem-4-carboxylic acid (syn isomer)(1.7 g) in methanol (12.0 ml) and conc.hydrochloric acid (0.56 g) was stirred and then thereto was added tetrahydrofuran (12.0 ml) to give a homogenous solution, which was stirred for 2 hours and 50 minutes at room temperature. To the reaction mixture were added water and sodium bicarbonate so that the pH was adjusted to 5.0. ... Reactants: [BH4-], C1CCOC1, C=Cn1ncnc1Cc1c(-c2ccc(F)cc2)nc2ccc(F)cn12, [Hg], [Na+], [Na+], [OH-], O. The product is Fc1ccc(-c2nc3ccc(F)cn3c2Cc2ncn[nH]2)cc1. Reaction SMILES: [BH4-:31].[CH2:1]1[O:2][CH2:3][CH2:4][CH2:5]1.[F:6][c:7]1[cH:8][cH:9][c:10]2[n:11]([cH:12]1)[c:13]([CH2:23][c:24]1[n:25][cH:26][n:27][n:28]1[CH:29]=[CH2:30])[c:14](-[c:16]1[cH:17][cH:18][c:19]([F:22])[cH:20][cH:21]1)[n:15]2.[Hg:36].[Na+:32].[Na+:35].[OH-:34].[OH2:33]>>[F:6][c:7]1[cH:8][cH:9][c:10]2[n:11]([cH:12]1)[c:13]([CH2:23][c:24]1[n:25][cH:26][n:27][nH:28]1)[c:14](-[c:16]1[cH:17][cH:18][c:19]([F:22])[cH:20][cH:21]1)[n:15]2. Reactants: FC=1C=CC=C2C(C(N(C12)C(C1=CC=CC=C1)C1=CC=CC=C1)=O)C=1C(=CC2=C(CCO2)C1)O (7-fluoro-1-(diphenylmethyl)-3-(6-hydroxy-2,3-dihydro-1-benzofuran-5-yl)-1,3-dihydro-2H-indol-2-one), C1(=CC=CC=C1)C(N1C(C(C2=CC=CC=C12)C1=C(C=C(C(=C1)C)OC)O)=O)C1=CC=CC=C1 (1-(diphenylmethyl)-3-(2-hydroxy-4-methoxy-5-methylphenyl)-1,3-dihydro-2H-indol-2-one). Product: C1(=CC=CC=C1)C(N1C(C2(C3=CC=CC(=C13)F)C1=C(OC2)C=C2OCCC2=C1)=O)C1=CC=CC=C1 (1′-(diphenylmethyl)-7′-fluoro-5,6-dihydrospiro[benzo[1,2-b:5,4-b′]difuran-3,3′-indol]-2′(1′H)-one). RXN SMILES: [F:1][C:2]1[CH:3]=[CH:4][CH:5]=[C:6]2[C:10]=1[N:9]([CH:11]([C:18]1[CH:23]=[CH:22][CH:21]=[CH:20][CH:19]=1)[C:12]1[CH:17]=[CH:16][CH:15]=[CH:14][CH:13]=1)[C:8](=[O:24])[CH:7]2[C:25]1[C:26]([OH:34])=[CH:27][C:28]2[O:32][CH2:31][CH2:30][C:29]=2[CH:33]=1.[C:35]1(C(C2C=CC=CC=2)N2C3C(=CC=CC=3)C(C3C=C(C)C(OC)=CC=3O)C2=O)C=CC=CC=1>>[C:18]1([CH:11]([C:12]2[CH:17]=[CH:16][CH:15]=[CH:14][CH:13]=2)[N:9]2[C:10]3[C:6](=[CH:5][CH:4]=[CH:3][C:2]=3[F:1])[C:7]3([CH2:35][O:34][C:26]4[CH:27]=[C:28]5[C:29](=[CH:33][C:25]3=4)[CH2:30][CH2:31][O:32]5)[C:8]2=[O:24])[CH:19]=[CH:20][CH:21]=[CH:22][CH:23]=1. Reported procedure: Following the procedure as described in EXAMPLE 2 and making non-critical variations using 7-fluoro-1-(diphenylmethyl)-3-(6-hydroxy-2,3-dihydro-1-benzofuran-5-yl)-1,3-dihydro-2H-indol-2-one to replace 1-(diphenylmethyl)-3-(2-hydroxy-4-methoxy-5-methylphenyl)-1,3-dihydro-2H-indol-2-one, 1′-(diphenylmethyl)-7′-fluoro-5,6-dihydrospiro[benzo[1,2-b:5,4-b′]difuran-3,3′-indol]-2′(1′H)-one was obtained (70%) as a colorless solid: mp 183-184° C. (hexanes/ethyl acetate); 1H NMR (300 MHz, DMSO-d6) δ7.45-7.... Procedure: A two liter three-necked flask was charged with 366 grams (2.0 moles) cyclododecanone, 348 grams (4.0 moles) morpholine, 600 ml toluene and 3.0 grams (0.0158 moles) para-toluene sulfonic acid catalyst. A magnetic stir bar was added along with a few carbon boiling chips. A Dean-Stark water trap and condenser were then attached and the mixture brought to reflux with stirring. After 46 hours reflux, 75 ml. of aqueous phase had been collected. The mixture was then cooled and the excess toluene and m... Reactants: C1(CCCCCCCCCCC1)=O (cyclododecanone), N1CCOCC1 (morpholine), C1(=CC=CC=C1)C (toluene). The product is O1CCN(CC1)C1=CCCCCCCCCCC1 (1-Morpholino-1-Cyclododecene). Reagents/catalysts: C1(=CC=C(C=C1)S(=O)(=O)O)C (para-toluene sulfonic acid). RXN SMILES: [C:1]1(=O)[CH2:12][CH2:11][CH2:10][CH2:9][CH2:8][CH2:7][CH2:6][CH2:5][CH2:4][CH2:3][CH2:2]1.[NH:14]1[CH2:19][CH2:18][O:17][CH2:16][CH2:15]1.C1(C)C=CC=CC=1>C1(C)C=CC(S(O)(=O)=O)=CC=1.O>[O:17]1[CH2:18][CH2:19][N:14]([C:1]2[CH2:12][CH2:11][CH2:10][CH2:9][CH2:8][CH2:7][CH2:6][CH2:5][CH2:4][CH2:3][CH:2]=2)[CH2:15][CH2:16]1. The yield is 59.8%. Solvent: O (water). Starting materials: CN1N=CC(=C1)C1=CN=C2C(=N1)C(=CN2COCC[Si](C)(C)C)C(=O)O (2-(1-methyl-1H-pyrazol-4-yl)-5-((2-(trimethylsilyl)ethoxy)methyl)-5H-pyrrolo[3,2-b]pyrazine-7-carboxylic acid), Cl.FC1(CNC1)F (3,3-difluoroazetidine hydrochloride), C(=O)(OC(C)(C)C)N[C@H](C(C)(C)C)C(=O)O (Boc-D-tert-leucine), FC(C(=O)O)(F)F (Trifluoroacetic acid), N1CCCC1 (pyrrolidine), CC(C)(C)OC(=O)N[C@H](C1CC1)C(=O)O (Boc-D-cyclopropyl glycine), C1(CC1)C=1N=C2C(=NC1)N(C=C2C(=O)O)COCC[Si](C)(C)C (2-cyclopropyl-5-(2-trimethylsilanyl-ethoxymethyl)-5H-pyrrolo[2,3-b]pyrazine-7-carboxylic acid). The product is C1(CC1)[C@H](C(=O)N1CC(C1)(F)F)NC(=O)C1=CNC2=NC=C(N=C21)C=2C=NN(C2)C (2-(1-Methyl-1H-pyrazol-4-yl)-5H-pyrrolo[2,3-b]pyrazine-7-carboxylic acid [(R)-1-cyclopropyl-2-(3,3-difluoro-azetidin-1-yl)-2-oxo-ethyl]-amide). As a reaction SMILES: Cl.[F:2][C:3]1([F:7])[CH2:6][NH:5][CH2:4]1.N1CCCC1.CC(O[C:18]([NH:20][C@@H:21]([C:25]([OH:27])=O)[CH:22]1[CH2:24][CH2:23]1)=[O:19])(C)C.C(N[C@@H](C(O)=O)C(C)(C)C)(OC(C)(C)C)=O.[CH3:44][N:45]1[CH:49]=[C:48]([C:50]2[N:55]=[C:54]3[C:56](C(O)=O)=[CH:57][N:58](COCC[Si](C)(C)C)[C:53]3=[N:52][CH:51]=2)[CH:47]=[N:46]1.C1(C2N=C3C(C(O)=O)=CN(COCC[Si](C)(C)C)C3=NC=2)CC1.FC(F)(F)C(O)=O>>[CH:22]1([C@@H:21]([NH:20][C:18]([C:56]2[C:54]3[C:53](=[N:52][CH:51]=[C:50]([C:48]4[CH:47]=[N:46][N:45]([CH3:44])[CH:49]=4)[N:55]=3)[NH:58][CH:57]=2)=[O:19])[C:25]([N:5]2[CH2:6][C:3]([F:7])([F:2])[CH2:4]2)=[O:27])[CH2:23][CH2:24]1 |f:0.1|. Procedure details: Prepared according to the procedure outlined in Example 1 substituting 3,3-difluoroazetidine hydrochloride for pyrrolidine, Boc-D-cyclopropyl glycine for Boc-D-tert-leucine, and 2-(1-methyl-1H-pyrazol-4-yl)-5-((2-(trimethylsilyl)ethoxy)methyl)-5H-pyrrolo[3,2-b]pyrazine-7-carboxylic acid for 2-cyclopropyl-5-(2-trimethylsilanyl-ethoxymethyl)-5H-pyrrolo[2,3-b]pyrazine-7-carboxylic acid. Trifluoroacetic acid was used instead of hydrochloric acid for all N-Boc deprotection steps. MS: (M+H)+=416. As a reaction SMILES: [B:9]([Br:10])([Br:11])[Br:12].[CH3:13][O:14][C:15]([c:16]1[cH:17][c:18]([O:19][CH3:20])[c:21]2[c:26]([cH:27]1)[O:25][CH:23]([CH3:24])[CH2:22]2)=[O:28].[CH3:29][O:30][C:31](=[O:32])[c:33]1[cH:34][c:35]([O:43][CH3:44])[cH:36][c:37]2[c:38]1[CH2:39][CH:40]([CH3:42])[O:41]2.[Cl:45][CH2:46][Cl:47].[n:1]1[c:2]([CH3:3])[cH:4][cH:5][cH:6][c:7]1[CH3:8]>>[CH3:29][O:30][C:31](=[O:32])[c:33]1[cH:34][c:35]([OH:43])[cH:36][c:37]2[c:38]1[CH2:39][CH:40]([CH3:42])[O:41]2. Starting materials: BrB(Br)Br, COC(=O)c1cc(OC)c2c(c1)OC(C)C2, COC(=O)c1cc(OC)cc2c1CC(C)O2, ClCCl, Cc1cccc(C)n1. Product: COC(=O)c1cc(O)cc2c1CC(C)O2.